This data is from the Open Reaction Database (ORD), a public repository of structured organic reaction records. The task is: describe an organic reaction: reactants, conditions, products, and yield Reactants: ClC=1C=C2C(=CNC2=CC1)CCNC(C1=CC(=CC=C1)CCl)=O (N-(2-(5-chloro-1H-indol-3-yl)ethyl)-3-(chloromethyl)benzamide), C1(CCCCC1)CN (cyclohexylmethanamine), [I-].[Na+] (sodium iodide). Run in C1CCOC1 (THF). Product: eluent, ClC=1C=C2C(=CNC2=CC1)CCNC(C1=CC(=CC=C1)CNCC1CCCCC1)=O (N-(2-(5-Chloro-1H-indol-3-yl)ethyl)-3-((cyclohexylmethylamino)methyl)benzamide). Yield: 73.7%. As a reaction SMILES: [Cl:1][C:2]1[CH:3]=[C:4]2[C:8](=[CH:9][CH:10]=1)[NH:7][CH:6]=[C:5]2[CH2:11][CH2:12][NH:13][C:14](=[O:23])[C:15]1[CH:20]=[CH:19][CH:18]=[C:17]([CH2:21]Cl)[CH:16]=1.[CH:24]1([CH2:30][NH2:31])[CH2:29][CH2:28][CH2:27][CH2:26][CH2:25]1.[I-].[Na+]>C1COCC1>[Cl:1][C:2]1[CH:3]=[C:4]2[C:8](=[CH:9][CH:10]=1)[NH:7][CH:6]=[C:5]2[CH2:11][CH2:12][NH:13][C:14](=[O:23])[C:15]1[CH:20]=[CH:19][CH:18]=[C:17]([CH2:21][NH:31][CH2:30][CH:24]2[CH2:29][CH2:28][CH2:27][CH2:26][CH2:25]2)[CH:16]=1 |f:2.3|. Procedure details: N-(2-(5-Chloro-1H-indol-3-yl)ethyl)-3-((cyclohexylmethylamino)methyl)benzamide was prepared following Method C starting from N-(2-(5-chloro-1H-indol-3-yl)ethyl)-3-(chloromethyl)benzamide (0.050 g; 0.144 mmol), cyclohexylmethanamine (0.057 mL; 0.5 mmol), and sodium iodide (0.015 g; 0.1 mmol) in THF (3 mL), under a microwave irradiation at 150° C. for 5 minutes. Flash chromatography on silica gel (eluent 0 to 10% methanol in dichloromethane) furnished 0.045 g (73%) of the title compound as a white... Starting materials: N1=C(C=CC=C1)N1C(=NC=C1)S (1-(2-pyridyl)imidazole-2-thiol), C([O-])([O-])=O.[K+].[K+] (potassium carbonate), C(C1=CC=CC=C1)Cl (benzyl chloride). Run in C(C)#N (acetonitrile). Reaction conditions: time 4 hour. Product: C(C1=CC=CC=C1)SC=1N(C=CN1)C1=NC=CC=C1 (2-benzylthio-1-(2-pyridyl)imidazole). Yield: 92.3%. As a reaction SMILES: [N:1]1[CH:6]=[CH:5][CH:4]=[CH:3][C:2]=1[N:7]1[CH:11]=[CH:10][N:9]=[C:8]1[SH:12].C(=O)([O-])[O-].[K+].[K+].[CH2:19](Cl)[C:20]1[CH:25]=[CH:24][CH:23]=[CH:22][CH:21]=1>C(#N)C>[CH2:19]([S:12][C:8]1[N:7]([C:2]2[CH:3]=[CH:4][CH:5]=[CH:6][N:1]=2)[CH:11]=[CH:10][N:9]=1)[C:20]1[CH:25]=[CH:24][CH:23]=[CH:22][CH:21]=1 |f:1.2.3|. Procedure: A mixture consisting of 5.1 g of 1-(2-pyridyl)imidazole-2-thiol, 5.2 g of anhydrous potassium carbonate, 3.7 g of benzyl chloride and 50 ml of acetonitrile was stirred at room temperature for 4 hours. After completion of the reaction, solids were filtered off and the filtrate was concentrated under reduced pressure. Crystals precipitated were collected by filtration to give 7.1 g of 2-benzylthio-1-(2-pyridyl)imidazole (m.p.: 76° to 77° C.). To a mixture consisting of 7.1 g of the thus obtained c... The reactants are O=S1(=O)Cc2nccnc2C(O)=C1c1c(F)ccc(Br)c1Cl, CC(C)C(=O)Cl, ClCCl, c1ccncc1. Product: CC(C)C(=O)OC1=C(c2c(F)ccc(Br)c2Cl)S(=O)(=O)Cc2nccnc21. Reaction SMILES: [Br:1][c:2]1[c:3]([Cl:22])[c:4]([C:9]2=[C:18]([OH:19])[c:17]3[c:12]([n:13][cH:14][cH:15][n:16]3)[CH2:11][S:10]2(=[O:20])=[O:21])[c:5]([F:8])[cH:6][cH:7]1.[C:29]([CH:30]([CH3:31])[CH3:32])(=[O:33])[Cl:34].[Cl:35][CH2:36][Cl:37].[cH:23]1[cH:24][cH:25][n:26][cH:27][cH:28]1>>[Br:1][c:2]1[c:3]([Cl:22])[c:4]([C:9]2=[C:18]([O:19][C:29]([CH:30]([CH3:31])[CH3:32])=[O:33])[c:17]3[c:12]([n:13][cH:14][cH:15][n:16]3)[CH2:11][S:10]2(=[O:20])=[O:21])[c:5]([F:8])[cH:6][cH:7]1. The reactants are CC1(CN2CCN(C(=O)OCc3ccc4c(c3)C(C)(C)C(=O)N4)CC2)Cn2cc([N+](=O)[O-])nc2O1, CI, [H-], [Na+], CN(C)C=O, O. Product: CN1C(=O)C(C)(C)c2cc(COC(=O)N3CCN(CC4(C)Cn5cc([N+](=O)[O-])nc5O4)CC3)ccc21. Reaction SMILES: [CH3:1][C:2]1([CH2:13][N:14]2[CH2:15][CH2:16][N:17]([C:20](=[O:21])[O:22][CH2:23][c:24]3[cH:25][c:26]4[c:30]([cH:31][cH:32]3)[NH:29][C:28](=[O:33])[C:27]4([CH3:34])[CH3:35])[CH2:18][CH2:19]2)[CH2:3][n:4]2[c:5]([n:7][c:8]([N+:10](=[O:11])[O-:12])[cH:9]2)[O:6]1.[CH3:43][I:44].[H-:41].[Na+:42].[O:36]=[CH:37][N:38]([CH3:39])[CH3:40].[OH2:45]>>[CH3:1][C:2]1([CH2:13][N:14]2[CH2:15][CH2:16][N:17]([C:20](=[O:21])[O:22][CH2:23][c:24]3[cH:25][c:26]4[c:30]([cH:31][cH:32]3)[N:29]([CH3:37])[C:28](=[O:33])[C:27]4([CH3:34])[CH3:35])[CH2:18][CH2:19]2)[CH2:3][n:4]2[c:5]([n:7][c:8]([N+:10](=[O:11])[O-:12])[cH:9]2)[O:6]1. Procedure: Prepared analogously to Examples 1 and 187 from 1-acetyl-3-(1-ethoxy-1-phenyl-methylidene)-2-indolinone and 4-[N-(2-morpholinoethyl)-N-methylsulphonyl-amino]-aniline in DMF and subsequent treatment with piperidine in methanol. Run in CN(C)C=O (DMF), CO (methanol). Product: O1CCN(CC1)CCN(S(=O)(=O)C)C1=CC=C(C=C1)N\C(\C1=CC=CC=C1)=C\1/C(NC2=CC=CC=C12)=O ((Z)-3-{1-[4-(N-(2-morpholinoethyl)-N-methylsulphonyl-amino)-phenylamino]-1-phenyl-methylidene}-2-indolinone). RXN SMILES: C([N:4]1[C:12]2[C:7](=[CH:8][CH:9]=[CH:10][CH:11]=2)[C:6](=[C:13](OCC)[C:14]2[CH:19]=[CH:18][CH:17]=[CH:16][CH:15]=2)[C:5]1=[O:23])(=O)C.[O:24]1[CH2:29][CH2:28][N:27]([CH2:30][CH2:31][N:32]([C:37]2[CH:43]=[CH:42][C:40]([NH2:41])=[CH:39][CH:38]=2)[S:33]([CH3:36])(=[O:35])=[O:34])[CH2:26][CH2:25]1.N1CCCCC1>CN(C=O)C.CO>[O:24]1[CH2:29][CH2:28][N:27]([CH2:30][CH2:31][N:32]([C:37]2[CH:43]=[CH:42][C:40]([NH:41]/[C:13](=[C:6]3\[C:5](=[O:23])[NH:4][C:12]4[C:7]\3=[CH:8][CH:9]=[CH:10][CH:11]=4)/[C:14]3[CH:15]=[CH:16][CH:17]=[CH:18][CH:19]=3)=[CH:39][CH:38]=2)[S:33]([CH3:36])(=[O:35])=[O:34])[CH2:26][CH2:25]1. Starting materials: C(C)(=O)N1C(C(C2=CC=CC=C12)=C(C1=CC=CC=C1)OCC)=O (1-acetyl-3-(1-ethoxy-1-phenyl-methylidene)-2-indolinone), O1CCN(CC1)CCN(S(=O)(=O)C)C1=CC=C(N)C=C1 (4-[N-(2-morpholinoethyl)-N-methylsulphonyl-amino]-aniline), N1CCCCC1 (piperidine). Starting materials: S(=O)(=O)(C1=CC=C(C)C=C1)O.O (TsOH—H2O), C(=O)(OC(C)(C)C)N1CCNCC1 (N-Boc piperazine), O=C(CC#N)C1=CC=CC=C1 (3-oxo-3-phenylpropanenitrile). Run in C1=CC=CC=C1 (benzene). Run at temperature 115 celsius. Product: C(#N)C=C(C1=CC=CC=C1)N1CCN(CC1)C(=O)OC(C)(C)C (tert-butyl 4-(2-cyano-1-phenylvinyl)piperazine-1-carboxylate). As a reaction SMILES: S(O)(C1C=CC(C)=CC=1)(=O)=O.O.[C:13]([N:20]1[CH2:25][CH2:24][NH:23][CH2:22][CH2:21]1)([O:15][C:16]([CH3:19])([CH3:18])[CH3:17])=[O:14].O=[C:27]([C:31]1[CH:36]=[CH:35][CH:34]=[CH:33][CH:32]=1)[CH2:28][C:29]#[N:30]>C1C=CC=CC=1>[C:29]([CH:28]=[C:27]([N:23]1[CH2:22][CH2:21][N:20]([C:13]([O:15][C:16]([CH3:19])([CH3:18])[CH3:17])=[O:14])[CH2:25][CH2:24]1)[C:31]1[CH:36]=[CH:35][CH:34]=[CH:33][CH:32]=1)#[N:30] |f:0.1|. Procedure: TsOH—H2O (1 g) was added into a solution of N-Boc piperazine (50 g) and 3-oxo-3-phenylpropanenitrile (19.49 g) in benzene (200 ml). The reaction mixture was heated up to 115° C. for 16 hours and resultant water was collected by Dean-Stark trap. After the solution was concentrated, a residue was obtained and further purification using silica gel chromatography provided tert-butyl 4-(2-cyano-1-phenylvinyl)piperazine-1-carboxylate. 1H NMR (500 MHz, CD3OD) δ7.91 (m, 5H), 5.24 (s, 1H), 3.89-3.50 (m, ...